This data is from the Open Reaction Database (ORD), a public repository of structured organic reaction records. The task is: describe an organic reaction: reactants, conditions, products, and yield Starting materials: CO, N, COC(=O)c1sc(-n2cnc3cnccc32)cc1OCc1cccc(C(F)(F)F)c1. Product: NC(=O)c1sc(-n2cnc3cnccc32)cc1OCc1cccc(C(F)(F)F)c1. As a reaction SMILES: [CH3:32][OH:33].[NH3:31].[n:1]1(-[c:10]2[cH:11][c:12]([O:19][CH2:20][c:21]3[cH:22][c:23]([C:27]([F:28])([F:29])[F:30])[cH:24][cH:25][cH:26]3)[c:13]([C:15]([O:17][CH3:16])=[O:18])[s:14]2)[cH:2][n:3][c:4]2[cH:5][n:6][cH:7][cH:8][c:9]12>>[n:1]1(-[c:10]2[cH:11][c:12]([O:19][CH2:20][c:21]3[cH:22][c:23]([C:27]([F:28])([F:29])[F:30])[cH:24][cH:25][cH:26]3)[c:13]([C:15](=[O:17])[NH2:31])[s:14]2)[cH:2][n:3][c:4]2[cH:5][n:6][cH:7][cH:8][c:9]12.